Task: describe an organic reaction: reactants, conditions, products, and yield. Dataset: the Open Reaction Database (ORD), a public repository of structured organic reaction records Starting materials: C(O)([O-])=O.[Na+] (sodium hydrogen carbonate), C(C)(C)N(C(C)C)CC (N,N-Diisopropylethylamine), C(C)(=O)OC(C)=O (acetic anhydride), COC(=O)C=1C=[N+](C(=CC1)C)[O-] (6-methylpyridine-3-carboxylic acid methyl ester N-oxide), C(O)([O-])=O.[Na+] (sodium hydrogen carbonate). Reaction SMILES: C(N(CC)C(C)C)(C)C.[C:10]([O:13][C:14](=O)[CH3:15])(=[O:12])[CH3:11].[CH3:17][O:18][C:19]([C:21]1[CH:22]=[N+:23]([O-])C(C)=[CH:25][CH:26]=1)=[O:20].C(=O)([O-])O.[Na+]>C(O)(=O)C>[CH3:17][O:18][C:19]([C:21]1[CH:22]=[N:23][C:15]([CH2:14][O:13][C:10](=[O:12])[CH3:11])=[CH:25][CH:26]=1)=[O:20] |f:3.4|. Solvent: C(C)(=O)O (acetic acid). The product is COC(=O)C=1C=NC(=CC1)COC(C)=O (6-Acetoxymethylpyridine-3-carboxylic acid methyl ester). Isolated yield 48.0%. Reaction conditions: temperature 120 celsius, time 135 minute. Procedure details: N,N-Diisopropylethylamine (2.2 mL, 13 mmol) and acetic anhydride (3.5 mL, 38 mmol) were added to a solution of 6-methylpyridine-3-carboxylic acid methyl ester N-oxide (Reference Compound No. 8-1, 2.1 g, 13 mmol) in acetic acid (14 mL), and then the reaction mixture was stirred at 120° C. for 135 minutes. After cooling, saturated aqueous sodium hydrogen carbonate solution (100 mL) was added thereto, and then sodium hydrogen carbonate was added until foam formation was ended. The whole was extract... The reactants are ClCC1=NC2=CC(=C(C=C2C(=N1)C1=CC(=C(C=C1)OC)OC)OC)OC (2-chloromethyl-4-(3,4-dimethoxyphenyl)-6,7-dimethoxyquinazoline), C(C)N (ethylamine), C(C)O (ethanol). Run in ClCCl (dichloromethane). Yields the product C(C)NCN1CN=C(C2=CC(=C(C=C12)OC)OC)C1=CC(=C(C=C1)OC)OC (N-ethylaminomethyl-4-(3,4-dimethoxyphenyl)-6,7-dimethoxyquinazoline). Isolated yield 55.0%. RXN SMILES: ClC[C:3]1[N:12]=[C:11]([C:13]2[CH:18]=[CH:17][C:16]([O:19][CH3:20])=[C:15]([O:21][CH3:22])[CH:14]=2)[C:10]2[C:5](=[CH:6][C:7]([O:25][CH3:26])=[C:8]([O:23][CH3:24])[CH:9]=2)[N:4]=1.[CH2:27]([NH2:29])[CH3:28].[CH2:30](O)C>ClCCl>[CH2:27]([NH:29][CH2:30][N:4]1[C:5]2[C:10](=[CH:9][C:8]([O:23][CH3:24])=[C:7]([O:25][CH3:26])[CH:6]=2)[C:11]([C:13]2[CH:18]=[CH:17][C:16]([O:19][CH3:20])=[C:15]([O:21][CH3:22])[CH:14]=2)=[N:12][CH2:3]1)[CH3:28]. Reported procedure: A mixture of 2-chloromethyl-4-(3,4-dimethoxyphenyl)-6,7-dimethoxyquinazoline (10.0 g), ethylamine (70% aqueous solution, 206 g) and ethanol (200 ml)--dichloromethane (200 ml) was stirred at room temperature for 13 hours. The reaction mixture was concentrated under reduced pressure, and the residue was dissolved in dichloromethane. The dichloromethane layer was washed with water and dried over magnesium sulfate, and the solvent was evaporated under reduced pressure. The residue was subjected to c...